From a dataset of the Open Reaction Database (ORD), a public repository of structured organic reaction records. describe an organic reaction: reactants, conditions, products, and yield Reactants: NC=1C=C(C=CC1)C(CC)C=1C(OC2=CC=CC=C2C1O)=O (3-[1-(3-aminophenyl)propyl]4 hydroxy-coumarin), N1=CC=CC=C1 (pyridine), ClCCS(=O)(=O)Cl (chloroethylsulfonyl chloride). Solvent: C(Cl)Cl (methylene chloride), C(Cl)Cl (methylene chloride). Reaction conditions: time 3 hour. Yields the product OC1=C(C(OC2=CC=CC=C12)=O)C(CC)C=1C=C(C=CC1)NS(=O)(=O)C=C (Ethenesulfonic acid (3-(1-(4-hydroxy-2-oxo-2H-chromen-3-yl)-propyl)-phenyl)-amide). Reaction SMILES: [NH2:1][C:2]1[CH:3]=[C:4]([CH:8]([C:11]2[C:12](=[O:22])[O:13][C:14]3[C:19]([C:20]=2[OH:21])=[CH:18][CH:17]=[CH:16][CH:15]=3)[CH2:9][CH3:10])[CH:5]=[CH:6][CH:7]=1.N1C=CC=CC=1.Cl[CH2:30][CH2:31][S:32](Cl)(=[O:34])=[O:33]>C(Cl)Cl>[OH:21][C:20]1[C:19]2[C:14](=[CH:15][CH:16]=[CH:17][CH:18]=2)[O:13][C:12](=[O:22])[C:11]=1[CH:8]([C:4]1[CH:3]=[C:2]([NH:1][S:32]([CH:31]=[CH2:30])(=[O:34])=[O:33])[CH:7]=[CH:6][CH:5]=1)[CH2:9][CH3:10]. Procedure: To 14.7 mg of 3-[1-(3-aminophenyl)propyl]4 hydroxy-coumarin is added 1 ml of methylene chloride and 8.1 microliters of pyridine. 5.71 microliters of chloroethylsulfonyl chloride is added at room temperature and protection from moisture. The reaction mixture is allowed to stir at room temperature for 3 hours. 5 ml of methylene chloride is added and the solution is washed twice with 5 ml of water. The organic solution is dried over anhydrous sodium sulfate, filtered and dried to give crude title p... Reactants: C1(=CC=C(C=C1)[C@H](C)N)C ((S)-1-(p-tolyl)ethylamine), C(C1=CC=CC=C1)(=O)N1C(OC([C@@H]1C(C)(C)C)=O)=O ((S)-3-Benzoyl-4-tert-butyl-2,5-oxazolidinedione), Cl (hydrochloric acid). The solvent is C(C)(=O)OCC (ethyl acetate), C(C)(=O)OCC (ethyl acetate). Conditions: time 30 minute. Yields the product C1(=CC=C(C=C1)[C@H](C)NC([C@@H](NC(C1=CC=CC=C1)=O)C(C)(C)C)=O)C (N-benzoyl-L-tert-leucine-(S)-1-(p-tolyl)ethylamide). Isolated yield 49.3%. Reaction SMILES: [C:1]([N:9]1[C@@H:13]([C:14]([CH3:17])([CH3:16])[CH3:15])[C:12](=[O:18])OC1=O)(=[O:8])[C:2]1[CH:7]=[CH:6][CH:5]=[CH:4][CH:3]=1.[C:20]1([CH3:29])[CH:25]=[CH:24][C:23]([C@@H:26]([NH2:28])[CH3:27])=[CH:22][CH:21]=1.Cl>C(OCC)(=O)C>[C:20]1([CH3:29])[CH:25]=[CH:24][C:23]([C@@H:26]([NH:28][C:12](=[O:18])[C@H:13]([C:14]([CH3:15])([CH3:16])[CH3:17])[NH:9][C:1](=[O:8])[C:2]2[CH:3]=[CH:4][CH:5]=[CH:6][CH:7]=2)[CH3:27])=[CH:22][CH:21]=1. Procedure: (S)-3-Benzoyl-4-tert-butyl-2,5-oxazolidinedione (N-benzoyl-L-tert-leucine-NCA)(100 mg, 0.38 mmol) was dissolved in ethyl acetate (2.0 mL), followed by the addition of a solution of (S)-1-(p-tolyl)ethylamine (52 mg, 0.38 mmol) in ethyl acetate (2.0 mL) at 0° C. The resulting mixture was stirred for 30 minutes. The reaction mixture was poured into 1 N hydrochloric acid (10 mL), followed by extraction with ethyl acetate (10 mL). The organic layer was washed successively with a saturated aqueous sol... Starting materials: OC(CCCCCCCC=CCCCCCCCC)=C1C(OC(OC1=O)(C)C)=O (5-(1-hydroxy-9-octadecenylidene)-2,2-dimethyl-1,3-dioxane-4,6-dione), C(C)(C)(C)O (tert-butyl alcohol). Yields the product O=C(CC(=O)OC(C)(C)C)CCCCCCCC=CCCCCCCCC (tert-butyl 3-oxo-11-eicosenoate). RXN SMILES: [OH:1][C:2](=[C:20]1[C:25](=[O:26])[O:24][C:23]([CH3:28])([CH3:27])OC1=O)[CH2:3][CH2:4][CH2:5][CH2:6][CH2:7][CH2:8][CH2:9][CH:10]=[CH:11][CH2:12][CH2:13][CH2:14][CH2:15][CH2:16][CH2:17][CH2:18][CH3:19].[C:30](O)(C)(C)C>>[O:1]=[C:2]([CH2:3][CH2:4][CH2:5][CH2:6][CH2:7][CH2:8][CH2:9][CH:10]=[CH:11][CH2:12][CH2:13][CH2:14][CH2:15][CH2:16][CH2:17][CH2:18][CH3:19])[CH2:20][C:25]([O:24][C:23]([CH3:27])([CH3:28])[CH3:30])=[O:26]. Reported procedure: Starting from 5-(1-hydroxy-9-octadecenylidene)-2,2-dimethyl-1,3-dioxane-4,6-dione (18 g) and tert-butyl alcohol (200 ml), tert-butyl 3-oxo-11-eicosenoate (13 g) was obtained as an oil according to a similar manner to that of Preparation A-2 (2). Starting materials: Cl (hydrochloric acid), [OH-].[Na+] (sodium hydroxide), C(C)C(C(=O)[O-])(C1CCCC1)C1=CC=C(C=C1)Br ((+/−)-ethyl(4-bromophenyl)(cyclopentyl)acetate), O (water). The solvent is CO (methanol). The product is BrC1=CC=C(C=C1)C(C(=O)O)C1CCCC1 ((+/−)-(4-Bromophenyl)(cyclopentyl)acetic acid). Reaction SMILES: [OH-].[Na+].C([C:5]([C:14]1[CH:19]=[CH:18][C:17]([Br:20])=[CH:16][CH:15]=1)([CH:9]1[CH2:13][CH2:12][CH2:11][CH2:10]1)[C:6]([O-:8])=[O:7])C.O.Cl>CO>[Br:20][C:17]1[CH:16]=[CH:15][C:14]([CH:5]([CH:9]2[CH2:13][CH2:12][CH2:11][CH2:10]2)[C:6]([OH:8])=[O:7])=[CH:19][CH:18]=1 |f:0.1|. Procedure details: 386 ml (96.4 mmol) of 10% strength aqueous sodium hydroxide solution were added to a solution of 30 g (96.4 mmol) of (+/−)-ethyl(4-bromophenyl)(cyclopentyl)acetate in 655 ml of methanol, and the mixture was heated under reflux for 3 h. After cooling, the solution was stirred into 2 liters of water, adjusted to pH 1-2 by addition of dilute hydrochloric acid and extracted with ethyl acetate. The organic phase was dried over magnesium sulphate and concentrated. This gave 27.2 g (92% of theory) of t... Reactants: C(C)(C)(C)OC(NCCC1=CC=C(C=C1)C1=CC(=CC=C1)OC1=NC(=NC=C1)C#N)=O ({2-[3′-(2-cyano-pyrimidin-4-yloxy)-biphenyl-4-yl]-ethyl}carbamic acid tert-butyl ester). The solvent is C(=O)O (formic acid). Yields the product NCCC1=CC=C(C=C1)C1=CC(=CC=C1)OC1=NC(=NC=C1)C#N (4-(4′-aminoethyl-biphenyl-3-yloxy)-pyrimidine-2-carbonitrile). Reaction SMILES: C(OC(=O)[NH:7][CH2:8][CH2:9][C:10]1[CH:15]=[CH:14][C:13]([C:16]2[CH:21]=[CH:20][CH:19]=[C:18]([O:22][C:23]3[CH:28]=[CH:27][N:26]=[C:25]([C:29]#[N:30])[N:24]=3)[CH:17]=2)=[CH:12][CH:11]=1)(C)(C)C>C(O)=O>[NH2:7][CH2:8][CH2:9][C:10]1[CH:11]=[CH:12][C:13]([C:16]2[CH:21]=[CH:20][CH:19]=[C:18]([O:22][C:23]3[CH:28]=[CH:27][N:26]=[C:25]([C:29]#[N:30])[N:24]=3)[CH:17]=2)=[CH:14][CH:15]=1. Procedure: A solution of {2-[3′-(2-cyano-pyrimidin-4-yloxy)-biphenyl-4-yl]-ethyl}carbamic acid tert-butyl ester (38 mg) in formic acid (0.35 ml) is stirred at rt for 1 h. This solution is evaporated under reduced pressure. The remaining oil is treated with diethyl ether to obtain crystals of 4-(4′-aminoethyl-biphenyl-3-yloxy)-pyrimidine-2-carbonitrile as salt with formic acid. Starting materials: Cl, [Na+], [OH-], O, N#Cc1nc(NCC(c2ccccc2)c2ccccc2)c2nc[nH]c2n1. Product: O=C(O)c1nc(NCC(c2ccccc2)c2ccccc2)c2nc[nH]c2n1. Reaction SMILES: [ClH:29].[Na+:28].[OH-:27].[OH2:30].[c:1]1([CH:7]([CH2:8][NH:9][c:10]2[c:11]3[n:12][cH:13][nH:14][c:15]3[n:16][c:17]([C:19]#[N:20])[n:18]2)[c:21]2[cH:22][cH:23][cH:24][cH:25][cH:26]2)[cH:2][cH:3][cH:4][cH:5][cH:6]1>>[c:1]1([CH:7]([CH2:8][NH:9][c:10]2[c:11]3[n:12][cH:13][nH:14][c:15]3[n:16][c:17]([C:19](=[O:27])[OH:30])[n:18]2)[c:21]2[cH:22][cH:23][cH:24][cH:25][cH:26]2)[cH:2][cH:3][cH:4][cH:5][cH:6]1. The reactants are [Mg] (magnesium), ClC1=C(C(=O)Cl)C=CC(=C1)I (2-chloro-4-iodo-benzoyl chloride), C(CC(=O)OCC)(=O)OCC (diethyl malonate), S(O)(O)(=O)=O (sulphuric acid). Run in C(Cl)(Cl)(Cl)Cl (carbon tetrachloride), C1(=CC=CC=C1)C (toluene), C(C)O (ethanol), C1(=CC=CC=C1)C (toluene), C(C)O (ethanol), O (water). Yields the product ClC1=C(C(=O)C(C(=O)OCC)C(=O)OCC)C=CC(=C1)I (diethyl 2-(2-chloro-4-iodo-benzoyl)-malonate). The yield is 96.0%. Reaction SMILES: [Mg].[C:2]([O:10][CH2:11][CH3:12])(=[O:9])[CH2:3][C:4]([O:6][CH2:7][CH3:8])=[O:5].[Cl:13][C:14]1[CH:22]=[C:21]([I:23])[CH:20]=[CH:19][C:15]=1[C:16](Cl)=[O:17].S(=O)(=O)(O)O>C(O)C.C1(C)C=CC=CC=1.O.C(Cl)(Cl)(Cl)Cl>[Cl:13][C:14]1[CH:22]=[C:21]([I:23])[CH:20]=[CH:19][C:15]=1[C:16]([CH:3]([C:4]([O:6][CH2:7][CH3:8])=[O:5])[C:2]([O:10][CH2:11][CH3:12])=[O:9])=[O:17]. Reported procedure: mb) 4.2 g of magnesium shavings are suspended in 8.3 ml of anhydrous ethanol and treated with 0.83 ml of carbon tetrachloride. A solution of 27.63 g of diethyl malonate in 17 ml of ethanol and 62 ml of toluene is added dropwise in such a manner that the temperature remains at 50°-60°. Subsequently, the mixture is heated at 60° for a further 1 hr. The reaction mixture is cooled to -30° and a solution of 51.9 g 2-chloro-4-iodo-benzoyl chloride in 70 ml of anhydrous toluene is added dropwise within...